From a dataset of the Open Reaction Database (ORD), a public repository of structured organic reaction records. describe an organic reaction: reactants, conditions, products, and yield The product is BrC1=CC=C2C3=CC=C4C5=C(C=CC(C=6C=CC=C1C26)=C53)C(=O)N(C4=O)C4=C(C=CC(=C4)C(C)(C)C)C(C)(C)C (9-Bromo-N-(2,5-di-tert-butylphenyl)perylene-3,4-dicarboximide). Reaction SMILES: [C:1]([C:5]1[CH:10]=[CH:9][C:8]([C:11]([CH3:14])([CH3:13])[CH3:12])=[CH:7][C:6]=1[N:15]1[C:37](=[O:38])[C:34]2[C:35]3[C:36]4[C:31](=[CH:32][CH:33]=2)[C:30]2[C:39]5[C:26]([CH:27]=[CH:28][CH:29]=2)=[CH:25][CH:24]=[CH:23][C:22]=5[C:21]=4[CH:20]=[CH:19][C:18]=3[C:16]1=[O:17])([CH3:4])([CH3:3])[CH3:2].C(=O)([O-])[O-].[K+].[K+].[Br:46]Br>ClC1C=CC=CC=1>[Br:46][C:27]1[C:26]2[C:39]3[C:30]([C:31]4[C:36]5[C:35]6=[C:18]([C:16]([N:15]([C:6]7[CH:7]=[C:8]([C:11]([CH3:14])([CH3:13])[CH3:12])[CH:9]=[CH:10][C:5]=7[C:1]([CH3:2])([CH3:3])[CH3:4])[C:37](=[O:38])[C:34]6=[CH:33][CH:32]=4)=[O:17])[CH:19]=[CH:20][C:21]=5[C:22]=3[CH:23]=[CH:24][CH:25]=2)=[CH:29][CH:28]=1 |f:1.2.3|. The reactants are C([O-])([O-])=O.[K+].[K+] (potassium carbonate), BrBr (bromine), C(C)(C)(C)C1=C(C=C(C=C1)C(C)(C)C)N1C(=O)C=2C=CC=3C=4C=CC=C5C=CC=C(C6=CC=C(C2C63)C1=O)C54 (N-(2,5-Di-t-butylphenyl)perylene-3,4-dicarboximide). Run in ClC1=CC=CC=C1 (chlorobenzene), ClC1=CC=CC=C1 (chlorobenzene). Procedure details: 650 mg (1.28 mmol) of N-(2,5-di-tert-butylphenyl)perylene-3,4-dicarboximide (2b) are dissolved in 100 ml of chlorobenzene, the red solution is mixed with 650 mg of anhydrous potassium carbonate, and 0.30 ml of bromine in 10 ml of chlorobenzene is then added dropwise to the mixture. The reaction mixture is stirred at 40°-50° C. for 2 h, the temperature is then increased to 50°-60° C. and maintained there for another 5 h, and the chlorobenzene is then evaporated off on a rotary evaporator, during ... Conditions: time 2 hour. Reactants: 13.7, ClC=1N=CNC1Cl (4,5-dichloroimidazole), [OH-].[Na+] (sodium hydroxide), O (water), 24.6, ClCC(=O)N(C1=C(C=CC=C1C)C)CCl (2-chloro-N-chloromethyl-2',6'-dimethylacetanilide). Reagents/catalysts: [Cl-].C(C)[N+](CC1=CC=CC=C1)(CC)CC (triethylbenzylammonium chloride). Run in ClCCl (dichloromethane). Run at time 2 hour. The product is 29.9, ClCC(=O)N(C1=C(C=CC=C1C)C)CN1C=NC(=C1Cl)Cl (2-chloro-2',6'-dimethyl-N-(4,5-dichloroimidazol-1-yl-methyl)-acetanilide). RXN SMILES: [Cl:1][C:2]1[N:3]=[CH:4][NH:5][C:6]=1[Cl:7].[OH-].[Na+].O.[Cl:11][CH2:12][C:13]([N:15]([CH2:24]Cl)[C:16]1[C:21]([CH3:22])=[CH:20][CH:19]=[CH:18][C:17]=1[CH3:23])=[O:14]>[Cl-].C([N+](CC)(CC)CC1C=CC=CC=1)C.ClCCl>[Cl:11][CH2:12][C:13]([N:15]([CH2:24][N:3]1[C:2]([Cl:1])=[C:6]([Cl:7])[N:5]=[CH:4]1)[C:16]1[C:21]([CH3:22])=[CH:20][CH:19]=[CH:18][C:17]=1[CH3:23])=[O:14] |f:1.2,5.6|. Procedure: A solution of 13.7 parts by weight of 4,5-dichloroimidazole and 4.4 parts by weight of sodium hydroxide in 20 parts of water was added dropwise to a solution of 24.6 parts by weight of 2-chloro-N-chloromethyl-2',6'-dimethylacetanilide and 2.0 parts by weight of triethylbenzylammonium chloride in 50 parts by volume of dichloromethane at 20°-25° C., with vigorous stirring, which was continued for 2 hours. The organic phase was washed with three times 30 parts by volume of water, dried over sodium ... Reactants: [H][H] (hydrogen), C(C1=CC=CC=C1)N1CCC(CC1)(C1=CC=CC=C1)C (1-benzyl-4-methyl-4-phenylpiperidine). The reagents and catalysts are [Pd] (Pd-C). The solvent is CO (methanol), CO (methanol). Yields the product CC1(CCNCC1)C1=CC=CC=C1 (4-methyl-4-phenylpiperidine). Isolated yield 110.8%. Reaction SMILES: C([N:8]1[CH2:13][CH2:12][C:11]([CH3:20])([C:14]2[CH:19]=[CH:18][CH:17]=[CH:16][CH:15]=2)[CH2:10][CH2:9]1)C1C=CC=CC=1.[H][H]>CO.[Pd]>[CH3:20][C:11]1([C:14]2[CH:19]=[CH:18][CH:17]=[CH:16][CH:15]=2)[CH2:10][CH2:9][NH:8][CH2:13][CH2:12]1. Reported procedure: To a cooled suspension of 10% Pd-C (0.5 g) in 10 mL methanol was added a solution of 1-benzyl-4-methyl-4-phenylpiperidine (4.5 g, 17.0 mmol) in 40 mL of methanol and the resulting suspension was hydrogenated in a Parr bomb under 250 psi of hydrogen for two days. The suspension was filtered through a pad of celite and the solvent was removed from the filtrate to obtain 4-methyl-4-phenylpiperidine as a yellow solid (3.3 g, 99% yield). Starting materials: C, CCOC(C)=O, COC(=O)C=CCCC1CCC(c2ccc(F)c(F)c2)N1C(=O)OC(C)(C)C, [H][H], [Pd]. Product: COC(=O)CCCCC1CCC(c2ccc(F)c(F)c2)N1C(=O)OC(C)(C)C. RXN SMILES: [C:37].[CH3:31][CH2:32][O:33][C:34](=[O:35])[CH3:36].[F:1][c:2]1[cH:3][c:4]([CH:9]2[N:10]([C:22](=[O:23])[O:24][C:25]([CH3:26])([CH3:27])[CH3:28])[CH:11]([CH2:14][CH2:15][CH:16]=[CH:17][C:18](=[O:19])[O:20][CH3:21])[CH2:12][CH2:13]2)[cH:5][cH:6][c:7]1[F:8].[H:29][H:30].[Pd:38]>>[F:1][c:2]1[cH:3][c:4]([CH:9]2[N:10]([C:22](=[O:23])[O:24][C:25]([CH3:26])([CH3:27])[CH3:28])[CH:11]([CH2:14][CH2:15][CH2:16][CH2:17][C:18](=[O:19])[O:20][CH3:21])[CH2:12][CH2:13]2)[cH:5][cH:6][c:7]1[F:8]. Reactants: OCCC1N(CCCC1)C(CCCCCCCCCCCCCCCCC)=O (1-[2-(2-Hydroxyethyl)piperidino]octadecan-l-one), BrCCCCCl (1-bromo-4-chlorobutane), C([O-])([O-])=O.[K+].[K+] (potassium carbonate). Solvent: CC(=O)C (acetone). The product is ClCCCCOCCC1N(CCCC1)C(CCCCCCCCCCCCCCCCC)=O (2-[2-(4-chlorobutoxy)ethyl]-1-octadecanoylpiperidine). Reaction SMILES: [OH:1][CH2:2][CH2:3][CH:4]1[CH2:9][CH2:8][CH2:7][CH2:6][N:5]1[C:10](=[O:28])[CH2:11][CH2:12][CH2:13][CH2:14][CH2:15][CH2:16][CH2:17][CH2:18][CH2:19][CH2:20][CH2:21][CH2:22][CH2:23][CH2:24][CH2:25][CH2:26][CH3:27].Br[CH2:30][CH2:31][CH2:32][CH2:33][Cl:34].C(=O)([O-])[O-].[K+].[K+]>CC(C)=O>[Cl:34][CH2:33][CH2:32][CH2:31][CH2:30][O:1][CH2:2][CH2:3][CH:4]1[CH2:9][CH2:8][CH2:7][CH2:6][N:5]1[C:10](=[O:28])[CH2:11][CH2:12][CH2:13][CH2:14][CH2:15][CH2:16][CH2:17][CH2:18][CH2:19][CH2:20][CH2:21][CH2:22][CH2:23][CH2:24][CH2:25][CH2:26][CH3:27] |f:2.3.4|. Reported procedure: 1-[2-(2-Hydroxyethyl)piperidino]octadecan-l-one and 1-bromo-4-chlorobutane are reacted in acetone in the presence of potassium carbonate at reflux temperature to obtain 2-[2-(4-chlorobutoxy)ethyl]-1-octadecanoylpiperidine. Reactants: CCCCCCCCC=CCCCCCCCCn1c(=O)c2c(ncn2C)n(C)c1=O, C[N+]1([O-])CCOCC1, CC(C)=O, [Na+], [Na+], O, O=S([O-])[O-]. Yields the product CCCCCCCCC(O)C(O)CCCCCCCCn1c(=O)c2c(ncn2C)n(C)c1=O. Reaction SMILES: [CH2:1]([CH2:2][CH2:3][CH2:4][CH2:5][CH2:6][CH2:7][CH2:8][CH:9]=[CH:10][CH2:11][CH2:12][CH2:13][CH2:14][CH2:15][CH2:16][CH2:17][CH3:18])[n:19]1[c:20](=[O:21])[n:22]([CH3:31])[c:23]2[n:24][cH:25][n:26]([CH3:30])[c:27]2[c:28]1=[O:29].[CH3:32][N+:33]1([O-:34])[CH2:35][CH2:37][O:36][CH2:38][CH2:39]1.[CH3:47][C:48](=[O:49])[CH3:50].[Na+:44].[Na+:45].[OH2:46].[S:40]([O-:41])([O-:42])=[O:43]>>[CH2:1]([CH2:2][CH2:3][CH2:4][CH2:5][CH2:6][CH2:7][CH2:8][CH:9]([CH:10]([CH2:11][CH2:12][CH2:13][CH2:14][CH2:15][CH2:16][CH2:17][CH3:18])[OH:36])[OH:46])[n:19]1[c:20](=[O:21])[n:22]([CH3:31])[c:23]2[n:24][cH:25][n:26]([CH3:30])[c:27]2[c:28]1=[O:29]. Reactants: C(C#C)Br (propargyl bromide), FC(C(=O)NC(C)CCCCC)(F)F (N-trifluoroacetyl-N-2-heptylamine), C(C)(C)(C)O (t-butanol), CC(C)([O-])C.[K+] (potassium t-butoxide). The reagents and catalysts are C1COCCOCCOCCOCCOCCO1 (18-crown-6). The solvent is CC#N (CH3CN). Reaction conditions: time 15 minute. Product: FC(C(=O)N([C@H](C)CCCCC)CC#C)(F)F ((R)-N-Trifluoroacetyl-N-2-heptylpropargylamine). As a reaction SMILES: [F:1][C:2]([F:14])([F:13])[C:3]([NH:5][CH:6]([CH2:8][CH2:9][CH2:10][CH2:11][CH3:12])[CH3:7])=[O:4].[C:15](O)(C)([CH3:17])[CH3:16].CC(C)([O-])C.[K+].C(Br)C#C>CC#N.C1OCCOCCOCCOCCOCCOC1>[F:1][C:2]([F:13])([F:14])[C:3]([N:5]([CH2:17][C:15]#[CH:16])[C@@H:6]([CH2:8][CH2:9][CH2:10][CH2:11][CH3:12])[CH3:7])=[O:4] |f:2.3|. Reported procedure: To a solution of N-trifluoroacetyl-N-2-heptylamine(6.33 g, 30 mmol) in CH3CN (75 ml)/t-butanol(0.5 ml) was added 18-crown-6(300 mg) and powdered potassium t-butoxide (3.36 g, 30 mmol). After stirring for 15 min most of the solids had dissolved and propargyl bromide (80% in toluene) (3.5 ml, 31.5 mmol) was then added dropwise. The solution was stirred at 80°-85° C. (oil bath temperature) for 24 h during which time the solution became brown in color and a white solid precipitated. After the reacti...